Task: describe an organic reaction: reactants, conditions, products, and yield. Dataset: the Open Reaction Database (ORD), a public repository of structured organic reaction records Starting materials: C(C(=C)C)(=O)OCC1=CC=CC=C1 (benzyl methacrylate), C(C=C)(=O)OC (methyl acrylate), SCCC(=O)OC (methyl 3-mercaptopropionate), CC(C)(C#N)N=NC(C)(C)C#N (AIVN), CCCCCCCCC(C)C (Isopar H), nylon, 200, CC(C)(C#N)N=NC(C)(C)C#N (AIVN), CC(C)(C#N)N=NC(C)(C)C#N (AIVN). Conditions: temperature 60 celsius, time 2 hour. Product: CCC(C)CCC(C)(CC)O (AR-1). RXN SMILES: C(O[CH2:7][C:8]1[CH:13]=[CH:12]C=[CH:10][CH:9]=1)(=O)C(C)=C.[C:14]([O:18]C)(=O)[CH:15]=[CH2:16].S[CH2:21]CC(OC)=O.CC(N=NC(C#N)(C)C)(C#N)C.CCCCCCCCC(C)C>>[CH3:10][CH2:9][CH:8]([CH2:13][CH2:12][C:14]([OH:18])([CH2:15][CH3:16])[CH3:21])[CH3:7]. Procedure: A mixed solution of the whole amount of the above-described resin grain dispersion (as seed) and 10 g of Dispersion Stabilizing Resin (Q-1) was heated to a temperature of 60° C. under nitrogen gas stream with stirring. To the mixture was added dropwise a mixture of 85 g of benzyl methacrylate, 15 g of methyl acrylate, 1.0 g of methyl 3-mercaptopropionate, 0.8 g of AIVN and 200 g of Isopar H over a period of 2 hours, followed by further reacting for 2 hours. Then 0.8 g of AIVN was added to the re... Reactants: COC(=O)c1nccn2c(-c3ccc(NC(=O)OC(C)(C)C)cc3)nnc12, ClCCl, O=C(O)C(F)(F)F. The product is COC(=O)c1nccn2c(-c3ccc(N)cc3)nnc12. Reaction SMILES: [C:1]([O:2][C:3](=[O:4])[NH:8][c:9]1[cH:10][cH:11][c:12](-[c:15]2[n:16][n:17][c:18]3[n:19]2[cH:20][cH:21][n:22][c:23]3[C:24](=[O:25])[O:26][CH3:27])[cH:13][cH:14]1)([CH3:5])([CH3:6])[CH3:7].[Cl:35][CH2:36][Cl:37].[F:28][C:29]([F:30])([F:31])[C:32]([OH:33])=[O:34]>>[NH2:8][c:9]1[cH:10][cH:11][c:12](-[c:15]2[n:16][n:17][c:18]3[n:19]2[cH:20][cH:21][n:22][c:23]3[C:24](=[O:25])[O:26][CH3:27])[cH:13][cH:14]1. The reactants are [N+](=O)(O)[O-] (nitric acid), S(O)(O)(=O)=O (sulfuric acid), FC(OC=1C=C(C(=O)O)C=CC1)(F)F (3-trifluoromethoxybenzoic acid). The product is [N+](=O)([O-])C1=C(C(=O)O)C=C(C=C1)OC(F)(F)F (2-Nitro-5-trifluoromethoxybenzoic acid). Reaction SMILES: [N+:1]([O-:4])(O)=[O:2].S(=O)(=O)(O)O.[F:10][C:11]([F:23])([F:22])[O:12][C:13]1[CH:14]=[C:15]([CH:19]=[CH:20][CH:21]=1)[C:16]([OH:18])=[O:17]>>[N+:1]([C:19]1[CH:20]=[CH:21][C:13]([O:12][C:11]([F:10])([F:23])[F:22])=[CH:14][C:15]=1[C:16]([OH:18])=[O:17])([O-:4])=[O:2]. Procedure: 29.7 ml of nitric acid were added dropwise to 76.5 ml of concentrated sulfuric acid, while cooling and stirring, and 9.0 g (43.7 mmol) of 3-trifluoromethoxybenzoic acid were then added. The reaction mixture was heated at 50°-55° C. for 1 hour and, after cooling, was poured onto ice, and the residue was filtered off with suction to give, after drying, 8.8 g of product, melting point 90°-93° C. (sintering at 85° C.). The reactants are COCCBr, O=C([O-])[O-], CN(C)C=O, [K+], [K+], COC(=O)c1cc(O)nn1C. The product is COCCOc1cc(C(=O)OC)n(C)n1. Reaction SMILES: [Br:12][CH2:13][CH2:14][O:15][CH3:16].[C:17](=[O:18])([O-:19])[O-:20].[CH3:23][N:24]([CH3:25])[CH:26]=[O:27].[K+:21].[K+:22].[OH:1][c:2]1[n:3][n:4]([CH3:11])[c:5]([C:7](=[O:8])[O:9][CH3:10])[cH:6]1>>[O:1]([c:2]1[n:3][n:4]([CH3:11])[c:5]([C:7](=[O:8])[O:9][CH3:10])[cH:6]1)[CH2:13][CH2:14][O:15][CH3:16]. RXN SMILES: [CH2:19]([P:20]([CH2:21][CH2:22][CH2:23][CH3:24])[CH2:25][CH2:26][CH2:27][CH3:28])[CH2:29][CH2:30][CH3:31].[Cl:44][CH2:45][Cl:46].[N:32]([C:33]([N:34]([CH3:35])[CH3:36])=[O:37])=[N:38][C:39]([N:40]([CH3:41])[CH3:42])=[O:43].[O:47]1[CH2:48][CH2:49][CH2:50][CH2:51]1.[OH:1][c:2]1[cH:3][cH:4][cH:5][cH:6][cH:7]1.[c:8]1([CH2:14][CH2:15][CH2:16][CH2:17][OH:18])[cH:9][cH:10][cH:11][cH:12][cH:13]1>>[O:1]([c:2]1[cH:3][cH:4][cH:5][cH:6][cH:7]1)[c:8]1[cH:9][cH:10][cH:11][cH:12][cH:13]1. Reactants: CCCCP(CCCC)CCCC, ClCCl, CN(C)C(=O)N=NC(=O)N(C)C, C1CCOC1, Oc1ccccc1, OCCCCc1ccccc1. Product: c1ccc(Oc2ccccc2)cc1.